From a dataset of the Open Reaction Database (ORD), a public repository of structured organic reaction records. describe an organic reaction: reactants, conditions, products, and yield Reactants: [BH4-], [BH4-], CCO, CCc1ccc2c(-c3ccnc(Cl)c3)c(C(=O)CCCC(=O)O)c(C)nn12, [Na+]. Product: CCc1ccc2c(-c3ccnc(Cl)c3)c(C(O)CCCC(=O)O)c(C)nn12. As a reaction SMILES: [BH4-:28].[BH4-:30].[CH3:31][CH2:32][OH:33].[Cl:1][c:2]1[n:3][cH:4][cH:5][c:6](-[c:8]2[c:9]3[n:10]([n:11][c:12]([CH3:22])[c:13]2[C:14]([CH2:15][CH2:16][CH2:17][C:18](=[O:19])[OH:20])=[O:21])[c:23]([CH2:26][CH3:27])[cH:24][cH:25]3)[cH:7]1.[Na+:29]>>[Cl:1][c:2]1[n:3][cH:4][cH:5][c:6](-[c:8]2[c:9]3[n:10]([n:11][c:12]([CH3:22])[c:13]2[CH:14]([CH2:15][CH2:16][CH2:17][C:18](=[O:19])[OH:20])[OH:21])[c:23]([CH2:26][CH3:27])[cH:24][cH:25]3)[cH:7]1. Reactants: FC(C(=O)[O-])(F)F.FC(C(=O)O)(F)F.N[C@H]1[C@@H]2N(C(=C(CS2)C[N+]2=CC=C3N2CCC(N3)=O)C(=O)O)C1=O (7β-amino-3-(5-oxo-4,5,6,7-tetrahydro-1-pyrazolo[1,5-a]pyrimidinio)methyl-3-cephem-4-carboxylate bis(trifluoroacetate)), Cl (hydrochloric acid), CN(C=O)C (N,N-dimethylformamide), NC=1SC=C(N1)C(C(=O)N1N=[N+](C2=C1C=CC=C2)[O-])=NOC (1-[2-(2-aminothiazol-4-yl)-2-methoxyiminoacetyl]-1H-benzotriazol-3-oxide). Run in O1CCCC1 (tetrahydrofuran), O (water). Conditions: time 4 hour. The product is NC=1SC=C(N1)C(C(=O)N[C@H]1[C@@H]2N(C(=C(CS2)C[N+]2=CC=C3N2CCC(N3)=O)C(=O)[O-])C1=O)=NOC (7β-[2-(2-aminothiazol-4-yl)-2-methoxyiminoacetamido]-3-(5-oxo-4,5,6,7-tetrahydro-1-pyrazolo[1,5-a]pyrimidinio)methyl-3-cephem-4-carboxylate). Reaction SMILES: FC(F)(F)C([O-])=O.FC(F)(F)C(O)=O.[NH2:15][C@@H:16]1[C:37](=[O:38])[N:18]2[C:19]([C:34]([OH:36])=[O:35])=[C:20]([CH2:23][N+:24]3[N:28]4[CH2:29][CH2:30][C:31](=[O:33])[NH:32][C:27]4=[CH:26][CH:25]=3)[CH2:21][S:22][C@H:17]12.CN(C)C=O.[NH2:44][C:45]1[S:46][CH:47]=[C:48]([C:50](=[N:63][O:64][CH3:65])[C:51](N2C3C=CC=CC=3[N+]([O-])=N2)=[O:52])[N:49]=1.Cl>O1CCCC1.O>[NH2:44][C:45]1[S:46][CH:47]=[C:48]([C:50](=[N:63][O:64][CH3:65])[C:51]([NH:15][C@@H:16]2[C:37](=[O:38])[N:18]3[C:19]([C:34]([O-:36])=[O:35])=[C:20]([CH2:23][N+:24]4[N:28]5[CH2:29][CH2:30][C:31](=[O:33])[NH:32][C:27]5=[CH:26][CH:25]=4)[CH2:21][S:22][C@H:17]23)=[O:52])[N:49]=1 |f:0.1.2|. Procedure details: To a solution of 7β-amino-3-(5-oxo-4,5,6,7-tetrahydro-1-pyrazolo[1,5-a]pyrimidinio)methyl-3-cephem-4-carboxylate bis(trifluoroacetate) (1.5 g) in a mixture of tetrahydrofuran (40 ml) and water (20 ml) was added N,N-dimethylformamide solvate (1.02 g) of 1-[2-(2-aminothiazol-4-yl)-2-methoxyiminoacetyl]-1H-benzotriazol-3-oxide at ambient temperature. The mixture was stirred for 4 hours at pH 7. The solution was adjusted to pH 2 with 1N hydrochloric acid, washed with ethyl acetate five times and eva... Reactants: CCOC(=O)CSc1cnc(N)s1, COCC(C)Oc1cc(Oc2ccc(F)cc2)cc(C(=O)O)c1. Product: CCOC(=O)CSc1cnc(NC(=O)c2cc(Oc3ccc(F)cc3)cc(OC(C)COC)c2)s1. Reaction SMILES: [CH2:24]([CH3:25])[O:26][C:27]([CH2:28][S:29][c:30]1[cH:31][n:32][c:33]([NH2:35])[s:34]1)=[O:36].[F:1][c:2]1[cH:3][cH:4][c:5]([O:6][c:7]2[cH:8][c:9]([C:10](=[O:11])[OH:12])[cH:13][c:14]([O:16][CH:17]([CH2:18][O:19][CH3:20])[CH3:21])[cH:15]2)[cH:22][cH:23]1>>[F:1][c:2]1[cH:3][cH:4][c:5]([O:6][c:7]2[cH:8][c:9]([C:10](=[O:12])[NH:35][c:33]3[n:32][cH:31][c:30]([S:29][CH2:28][C:27]([O:26][CH2:24][CH3:25])=[O:36])[s:34]3)[cH:13][c:14]([O:16][CH:17]([CH2:18][O:19][CH3:20])[CH3:21])[cH:15]2)[cH:22][cH:23]1. The reactants are S1C=CC=2NCCCCC21 (5,6,7,8-tetrahydro-4H-thieno[3,2-b]azepine), CCN(C(C)C)C(C)C (Hunig's base), C1(CCCCC1)C1=CC=C(C(=O)Cl)C=C1 (4-cyclohexylbenzoyl chloride), C(C(=O)Cl)(=O)Cl (oxalyl chloride), C1(CCCCC1)C1=CC=C(C(=O)O)C=C1 (4-cyclohexyl-benzoic acid). Run in ClCCl (dichloromethane), O1CCCC1 (tetrahydrofuran), CN(C=O)C (N,N-dimethylformamide). Conditions: time 8 hour. The product is C1(CCCCC1)C1=CC=C(C=C1)C(=O)N1C2=C(CCCC1)SC=C2 ((4-Cyclohexyl-phenyl)-(5,6,7,8-tetrahydro-thieno[3,2-b]azepin-4-yl)-methanone). Yield: 81.3%. As a reaction SMILES: [CH:1]1([C:7]2[CH:15]=[CH:14][C:10]([C:11]([OH:13])=O)=[CH:9][CH:8]=2)[CH2:6][CH2:5][CH2:4][CH2:3][CH2:2]1.C(Cl)(=O)C(Cl)=O.[S:22]1[C:31]2[CH2:30][CH2:29][CH2:28][CH2:27][NH:26][C:25]=2[CH:24]=[CH:23]1.CCN(C(C)C)C(C)C.C1(C2C=CC(C(Cl)=O)=CC=2)CCCCC1>O1CCCC1.ClCCl.CN(C)C=O>[CH:1]1([C:7]2[CH:8]=[CH:9][C:10]([C:11]([N:26]3[CH2:27][CH2:28][CH2:29][CH2:30][C:31]4[S:22][CH:23]=[CH:24][C:25]3=4)=[O:13])=[CH:14][CH:15]=2)[CH2:2][CH2:3][CH2:4][CH2:5][CH2:6]1. Procedure details: A solution of 4-cyclohexyl-benzoic acid (0.479g) in tetrahydrofuran (10 ml) was treated with N,N-dimethylformamide (20 μl) followed by dropwise addition of oxalyl chloride (0.260 ml). When the gas evolution stopped the solution was warmed to reflux for 5 minutes, then cooled and concentrated in vacuo to an oil. The oil was diluted with tetrahydrofuran (5 ml) and again concentrated in vacuo. This cycle was repeated one more time and then the oil was dissolved in dichloromethane (15 ml). A solutio... The reactants are Cc1ccc(NCc2ccccc2)cc1, CC(C)P(=O)(Cl)Cl. The product is Cc1ccc(N2Cc3ccccc3P2(=O)C(C)C)cc1. RXN SMILES: [CH3:1][c:2]1[cH:3][cH:4][c:5]([NH:8][CH2:9][c:10]2[cH:11][cH:12][cH:13][cH:14][cH:15]2)[cH:6][cH:7]1.[CH:16]([CH3:17])([CH3:18])[P:19](=[O:20])([Cl:21])[Cl:22]>>[CH3:1][c:2]1[cH:3][cH:4][c:5]([N:8]2[CH2:9][c:10]3[c:11]([cH:12][cH:13][cH:14][cH:15]3)[P:19]2([CH:16]([CH3:17])[CH3:18])=[O:20])[cH:6][cH:7]1.